Dataset: the Open Reaction Database (ORD), a public repository of structured organic reaction records. Task: describe an organic reaction: reactants, conditions, products, and yield Reactants: OCC(O)CO (glycerol), CC(=O)C (acetone), monohydrate, C(O)C(CC)(CO)CO (trimethylolpropane), CCCCCC(CCCCC)=O (6-undecanone). The solvent is CCCCCC (hexane). Yields the product OCC1(COC(OC1)(C)C)CC (5-hydroxymethyl-5-ethyl-2,2-dimethyl-1,3-dioxane). RXN SMILES: O[CH2:2][CH:3]([CH2:5]O)O.[CH2:7]([C:9]([CH2:14][OH:15])([CH2:12][OH:13])[CH2:10][CH3:11])[OH:8].CCCCCC(=O)CCCCC.CC(C)=O>CCCCCC>[OH:8][CH2:7][C:9]1([CH2:10][CH3:11])[CH2:14][O:15][C:3]([CH3:5])([CH3:2])[O:13][CH2:12]1. Procedure: The same procedures as in Production Example 3 are carried out except that glycerol is replaced with 292.1 g (2.18 mol) of trimethylolpropane, 6-undecanone is replaced with 474.0 g (8.17 mol) of acetone, and the amount of paratoluenesulfonic acid monohydrate is changed to 6.0 g (0.0315 mol) and the amount of hexane is changed to 900 ml to give 5-hydroxymethyl-5-ethyl-2,2-dimethyl-1,3-dioxane. Starting materials: ClC1=C(C=C(C=C1)OC1=CC=CC=C1)O (2-chloro-5-phenoxyphenol), ClCCNC(OCC)=O (ethyl 2-chloroethylcarbamate), C([O-])([O-])=O.[K+].[K+] (potassium carbonate), resultant mixture, ice water. The solvent is CN(C=O)C (N,N-dimethylformamide). Product: ClC1=C(OCCNC(OCC)=O)C=C(C=C1)OC1=CC=CC=C1 (ethyl 2-(2-chloro-5-phenoxyphenoxy)ethylcarbamate). Yield: 10.1%. RXN SMILES: [Cl:1][C:2]1[CH:7]=[CH:6][C:5]([O:8][C:9]2[CH:14]=[CH:13][CH:12]=[CH:11][CH:10]=2)=[CH:4][C:3]=1[OH:15].Cl[CH2:17][CH2:18][NH:19][C:20](=[O:24])[O:21][CH2:22][CH3:23].C(=O)([O-])[O-].[K+].[K+]>CN(C)C=O>[Cl:1][C:2]1[CH:7]=[CH:6][C:5]([O:8][C:9]2[CH:14]=[CH:13][CH:12]=[CH:11][CH:10]=2)=[CH:4][C:3]=1[O:15][CH2:17][CH2:18][NH:19][C:20](=[O:24])[O:21][CH2:22][CH3:23] |f:2.3.4|. Procedure: To a solution of 0.91 g of 2-chloro-5-phenoxyphenol in 20 ml of N,N-dimethylformamide, there were added 0.69 g of ethyl 2-chloroethylcarbamate and 1.14 g of potassium carbonate with stirring, and the resultant mixture was stirred at 50° C. for 7 hours. The reaction mixture was poured into 100 g of ice-water and extracted twice with 100 ml of ethyl acetate. The extracts were combined together, dried over anhydrous magnesium sulfate and concentrated under reduced pressure. The residue was subjecte... Starting materials: C(CCCCCCCCCC)C1=NOC(=N1)C1=CC=C(C=O)C=C1 (4-(3-undecyl-1,2,4-oxadiazol-5-yl)benzaldehyde), CC(C)(C1=CC=C(C=C1)C(F)(F)F)N (1-methyl-1-[4-(trifluoromethyl)phenyl]ethylamine). Yields the product CC(C)(C1=CC=C(C=C1)C(F)(F)F)NCC1=CC=C(C=C1)C1=NC(=NO1)CCCCCCCCCCC (N-{1-methyl-1-[4-(trifluoromethyl)phenyl]ethyl}-N-[4-(3-undecyl-1,2,4-oxadiazol-5-yl)benzyl]amine). The yield is 78.0%. RXN SMILES: [CH2:1]([C:12]1[N:16]=[C:15]([C:17]2[CH:24]=[CH:23][C:20]([CH:21]=O)=[CH:19][CH:18]=2)[O:14][N:13]=1)[CH2:2][CH2:3][CH2:4][CH2:5][CH2:6][CH2:7][CH2:8][CH2:9][CH2:10][CH3:11].[CH3:25][C:26]([NH2:38])([C:28]1[CH:33]=[CH:32][C:31]([C:34]([F:37])([F:36])[F:35])=[CH:30][CH:29]=1)[CH3:27]>>[CH3:27][C:26]([NH:38][CH2:21][C:20]1[CH:23]=[CH:24][C:17]([C:15]2[O:14][N:13]=[C:12]([CH2:1][CH2:2][CH2:3][CH2:4][CH2:5][CH2:6][CH2:7][CH2:8][CH2:9][CH2:10][CH3:11])[N:16]=2)=[CH:18][CH:19]=1)([C:28]1[CH:33]=[CH:32][C:31]([C:34]([F:37])([F:35])[F:36])=[CH:30][CH:29]=1)[CH3:25]. Reported procedure: The same procedure as employed in the preparation of Example 226 (step a) but using 4-(3-undecyl-1,2,4-oxadiazol-5-yl)benzaldehyde and 1-methyl-1-[4-(trifluoromethyl)phenyl]ethylamine gave the title compound as a colorless oil (78%). 1H NMR (CDCl3, 300 MHz) δ 8.07 (d, J=7.9 Hz, 2H), 7.73-7.59 (m, 4H), 7.49 (d, J=8.3 Hz, 2H), 3.57 (s, 2H), 2.80 (t, J=7.5 Hz, 2H), 1.89-1.74 (m, 2H), 1.57 (s, 3H), 1.47-1.17 (m, 19H), 0.88 (t, J=7.0 Hz, 3H). M+(LC/MS(ESI)): 516.3. HPLC (Condition A), Rt: 5.02 min (H... Reactants: NC=1C=C(C(=CC1N)Cl)C(F)(F)F (3,4-diamino-6-chlorobenzotrifluoride), O.O.C(C(=O)O)(=O)O (oxalic acid dihydrate), crude product. Solvent: Cl (HCl), [OH-].[Na+] (NaOH). Product: ClC=1C=C2NC(C(NC2=CC1C(F)(F)F)=O)=O (6-Chloro-7-trifluoromethyl-1,4-dihydro-2,3-quinoxalinedione). Isolated yield 59.3%. As a reaction SMILES: [NH2:1][C:2]1[CH:3]=[C:4]([C:10]([F:13])([F:12])[F:11])[C:5]([Cl:9])=[CH:6][C:7]=1[NH2:8].O.O.[C:16](O)(=[O:20])[C:17](O)=[O:18]>Cl.[OH-].[Na+]>[Cl:9][C:5]1[CH:6]=[C:7]2[C:2](=[CH:3][C:4]=1[C:10]([F:13])([F:11])[F:12])[NH:1][C:17](=[O:18])[C:16](=[O:20])[NH:8]2 |f:1.2.3,5.6|. Procedure: A mixture of 3,4-diamino-6-chlorobenzotrifluoride (185 mg, 0.88 mmol) and oxalic acid dihydrate (117 mg, 0.93 mmol, used as received) in 2N HCl (4 mL) was refluxed at 170°-5° C. for 3 h, then cooled to room temperature. The mixture was centrifuged and the liquid layer was removed. The yellow solid was washed twice by cold water (2×2 mL), collected by filtration, and dried at 60° C. with reduced pressure for 2 h, affording 180 mg of crude title compound (77.3% ) as a light yellow powder. The crud... Starting materials: C(CCC)[SnH](CCCC)CCCC (tributyltin hydride), N(=NC(C#N)(C)C)C(C#N)(C)C (2,2′-azobisisobutyronitrile), BrCCCCN1C(=CC2=CC=CC=C12)S(=O)(=O)C1=CC=C(C)C=C1 (1-(4-bromobutyl)-2-tosyl-1H-indole). Run in C1(=CC=CC=C1)C (toluene), C1(=CC=CC=C1)C (toluene). Conditions: time 8 hour. The product is C1=C2C=C3N(C2=CC=C1)CCCC3 (6,7,8,9-tetrahydropyrido[1,2-a]indole). RXN SMILES: Br[CH2:2][CH2:3][CH2:4][CH2:5][N:6]1[C:14]2[C:9](=[CH:10][CH:11]=[CH:12][CH:13]=2)[CH:8]=[C:7]1S(C1C=CC(C)=CC=1)(=O)=O.C([SnH](CCCC)CCCC)CCC.N(C(C)(C)C#N)=NC(C)(C)C#N>C1(C)C=CC=CC=1>[CH:10]1[CH:11]=[CH:12][CH:13]=[C:14]2[C:9]=1[CH:8]=[C:7]1[CH2:2][CH2:3][CH2:4][CH2:5][N:6]12. Procedure details: To a refluxing solution of 1-(4-bromobutyl)-2-tosyl-1H-indole (178 mg, 0.44 mmol) in 9.5 mL toluene was added dropwise over 5 min a mixture of tributyltin hydride (285 μL, 1.06 mmol) and 2,2′-azobisisobutyronitrile (14 mg, 0.088 mmol) in 22.5 mL toluene. The reaction mixture was refluxed 2 h, then concentrated in vacuo. To the crude product was added 125 μL H2O, 3 mL ethyl acetate, and 150 mg KF and stirred at room temperature overnight. Potassium carbonate was added and the mixture filtered and...